From a dataset of the Open Reaction Database (ORD), a public repository of structured organic reaction records. describe an organic reaction: reactants, conditions, products, and yield Starting materials: Cc1nc(Br)sc1COc1ccc(-c2nc(=O)o[nH]2)c(Cl)c1, O=C([O-])[O-], CN(C)C=O, [Cs+], [Cs+], O, OB(O)c1cc2ccccc2s1. Yields the product Cc1nc(-c2cc3ccccc3s2)sc1COc1ccc(-c2nc(=O)o[nH]2)c(Cl)c1. Reaction SMILES: [Br:1][c:2]1[s:3][c:4]([CH2:8][O:9][c:10]2[cH:11][c:12]([Cl:22])[c:13](-[c:16]3[nH:17][o:18][c:19](=[O:21])[n:20]3)[cH:14][cH:15]2)[c:5]([CH3:7])[n:6]1.[C:35](=[O:36])([O-:37])[O-:38].[CH3:41][N:42]([CH3:43])[CH:44]=[O:45].[Cs+:39].[Cs+:40].[OH2:46].[s:23]1[c:24]2[c:25]([cH:26][c:27]1[B:28]([OH:29])[OH:30])[cH:31][cH:32][cH:33][cH:34]2>>[c:2]1(-[c:27]2[s:23][c:24]3[c:25]([cH:26]2)[cH:31][cH:32][cH:33][cH:34]3)[s:3][c:4]([CH2:8][O:9][c:10]2[cH:11][c:12]([Cl:22])[c:13](-[c:16]3[nH:17][o:18][c:19](=[O:21])[n:20]3)[cH:14][cH:15]2)[c:5]([CH3:7])[n:6]1.